Dataset: the Open Reaction Database (ORD), a public repository of structured organic reaction records. Task: describe an organic reaction: reactants, conditions, products, and yield The reactants are [H-].C(C(C)C)[Al+]CC(C)C (diisobutylaluminum hydride), ClCCC/C=C(\C(=O)OCC)/F (ethyl (E)-6-chloro-2-fluoro-2-hexenoate), Cl (hydrochloric acid). The solvent is CCCCCC (hexane). Run at temperature -78 celsius, time 1 hour. The product is ClCCCC=C(C=O)F (6-chloro-2-fluoro-2-hexenal). RXN SMILES: [Cl:1][CH2:2][CH2:3][CH2:4]/[CH:5]=[C:6](/[F:12])\[C:7](OCC)=[O:8].[H-].C([Al+]CC(C)C)C(C)C.Cl>CCCCCC>[Cl:1][CH2:2][CH2:3][CH2:4][CH:5]=[C:6]([F:12])[CH:7]=[O:8] |f:1.2|. Procedure: 4.56 Grams of ethyl (E)-6-chloro-2-fluoro-2-hexenoate was dissolved in 50 ml of hexane under a nitrogen atmosphere. The resulting solution was cooled to -78° C. in a dry ice-acetone bath, and 24 ml of diisobutylaluminum hydride (as 1.0 M hexane solution) was added dropwise. After addition, the solution was stirred at -78° C. for 1 hour. The reaction solution was poured into cooled 5% hydrochloric acid, and after separating the hexane layer, the aqueous layer was extracted twice with ether. The e...